This data is from the Open Reaction Database (ORD), a public repository of structured organic reaction records. The task is: describe an organic reaction: reactants, conditions, products, and yield Reactants: [I-].[K+] (potassium iodide), C1COC(CC2=CC=C(C=C2)O)(C)O1 (4-hydroxyphenylpropan-2-one ethylene ketal), C([O-])([O-])=O.[K+].[K+] (potassium carbonate), BrC/C=C/C(=O)OC (methyl 4-bromocrotonate). Solvent: CC(=O)C (acetone). Conditions: time 2 hour. Product: C(=O)(OC)C=CCOC1=CC=C(C=C1)CC(C)=O (1-[4-(3-Carbomethoxyprop-2-eneoxy)phenyl]propan-2-one). Isolated yield 60.0%. RXN SMILES: C1[O:14][C:4]([CH3:13])([CH2:5][C:6]2[CH:11]=[CH:10][C:9]([OH:12])=[CH:8][CH:7]=2)OC1.C(=O)([O-])[O-].[K+].[K+].Br[CH2:22]/[CH:23]=[CH:24]/[C:25]([O:27][CH3:28])=[O:26].[I-].[K+]>CC(C)=O>[C:25]([CH:24]=[CH:23][CH2:22][O:12][C:9]1[CH:8]=[CH:7][C:6]([CH2:5][C:4](=[O:14])[CH3:13])=[CH:11][CH:10]=1)([O:27][CH3:28])=[O:26] |f:1.2.3,5.6|. Procedure details: A mixture of 4-hydroxyphenylpropan-2-one ethylene ketal (3.0 g) and potassium carbonate (2.13 g) in acetone (50 ml) was treated with methyl 4-bromocrotonate (2.77 g) and a trace of potassium iodide. After heating under reflux for 12 hours, the solution was filtered, the solvent evaporated and the residue dissolved in methanol (50 ml) and 2.5 N hydrochloric acid (25 ml). The solution was stirred at ambient temperature for 2 hours, the solvent evaporated, the residue extracted with ether, washed w... Reactants: COC(=O)CBr, O=C([O-])[O-], CC(C)(C)OC(=O)N1CCNCC1, CC#N, [K+], [K+]. Product: COC(=O)CN1CCN(C(=O)OC(C)(C)C)CC1. Reaction SMILES: [Br:20][CH2:21][C:22](=[O:23])[O:24][CH3:25].[C:1](=[O:2])([O-:3])[O-:4].[C:7](=[O:8])([O:9][C:10]([CH3:11])([CH3:12])[CH3:13])[N:14]1[CH2:15][CH2:16][NH:17][CH2:18][CH2:19]1.[CH3:26][C:27]#[N:28].[K+:5].[K+:6]>>[C:7](=[O:8])([O:9][C:10]([CH3:11])([CH3:12])[CH3:13])[N:14]1[CH2:15][CH2:16][N:17]([CH2:21][C:22](=[O:23])[O:24][CH3:25])[CH2:18][CH2:19]1. The reactants are C(=C)C1CC(OCC1)=O (4-ethenyltetrahydro-2H-pyran-2-one), C1(=C(C=CC=C1)P(C1=C(C=CC=C1)C)C1=C(C=CC=C1)C)C (tri-o-tolylphosphine), BrC=1C=NC=CC1 (3-bromopyridine). The reagents and catalysts are C(C)(=O)[O-].[Pd+2].C(C)(=O)[O-] (Palladium-(II)-acetate). The solvent is C(C)N(CC)CC (triethylamine), C(C)#N (acetonitrile), C(Cl)Cl (methylene chloride). Yields the product N1=CC(=CC=C1)C=CC1CC(OCC1)=O (4-[2-(3-pyridyl)ethenyl]-tetrahydro-2H-pyran-2-one). As a reaction SMILES: [CH:1]([CH:3]1[CH2:8][CH2:7][O:6][C:5](=[O:9])[CH2:4]1)=[CH2:2].C1(C)C=CC=CC=1P(C1C=CC=CC=1C)C1C=CC=CC=1C.Br[C:33]1[CH:34]=[N:35][CH:36]=[CH:37][CH:38]=1>C(N(CC)CC)C.C(#N)C.C(Cl)Cl.C([O-])(=O)C.[Pd+2].C([O-])(=O)C>[N:35]1[CH:36]=[CH:37][CH:38]=[C:33]([CH:2]=[CH:1][CH:3]2[CH2:8][CH2:7][O:6][C:5](=[O:9])[CH2:4]2)[CH:34]=1 |f:6.7.8|. Procedure details: To a solution of 0.879 g (7 mmol) of 4-ethenyltetrahydro-2H-pyran-2-one in 5 ml triethylamine and 5 ml acetonitrile is added 0.081 g (0.36 mmol) Palladium-(II)-acetate followed by 0.659 g (2.5 mmol) tri-o-tolylphosphine and 0.76 ml (7.9 mmol) 3-bromopyridine and the mixture is heated at 125° for 20 h in a sealed tube. It is then cooled, diluted with methylene chloride and washed with water. The organic phase is dried (MgSO4), filtered and evaporated to give a reddish oil which is flash chromatog... The reactants are OC1=C(C(=O)[O-])C=C(C=C1C)I (2-hydroxy-5-iodo-3-methylbenzoate), C(C)(=O)OC(C)=O (acetic anhydride), C(=O)(O)[O-].[Na+] (NaHCO3). Reagents/catalysts: S(O)(O)(=O)=O (sulfuric acid). Run at time 8 hour. Product: C(C)(=O)OC1=C(C(=O)OC)C=C(C=C1C)I (methyl 2-(acetyloxy)-5-iodo-3-methylbenzoate). Reaction SMILES: [OH:1][C:2]1[C:10]([CH3:11])=[CH:9][C:8]([I:12])=[CH:7][C:3]=1[C:4]([O-:6])=[O:5].[C:13](OC(=O)C)(=[O:15])[CH3:14].[C:20]([O-])(O)=O.[Na+]>S(=O)(=O)(O)O>[C:13]([O:1][C:2]1[C:10]([CH3:11])=[CH:9][C:8]([I:12])=[CH:7][C:3]=1[C:4]([O:6][CH3:20])=[O:5])(=[O:15])[CH3:14] |f:2.3|. Reported procedure: To a stirred suspension of 2-hydroxy-5-iodo-3-methylbenzoate (1.24 g, 4.25 mmol) in neat acetic anhydride (1.803 mL, 19.10 mmol) was added a 3 drops of concentrated sulfuric acid (0.226 mL, 4.25 mmol). The resultant orange solution was stirred at room temperature overnight. The solution was diluted with 3% aqueous NaHCO3 (13 mL) and extracted with CHCl3 (3×30 mL). The combined organic phases were washed with water (4×20 mL), dried (MgSO4), and concentrated in vacuo to afford methyl 2-(acetyloxy)... The reactants are CN(C1=C(CSC2=NC3=CC=CC=C3N=C2)C=CC=C1)C (2-(2-dimethylaminobenzylthio)quinoxaline), ClC1=CC(=CC=C1)C(=O)OO (m-chloroperbenzoic acid). Solvent: C(Cl)(Cl)Cl (chloroform). The product is CN(C1=C(CS(=O)C2=NC3=CC=CC=C3N=C2)C=CC=C1)C (2-(2-dimethylaminobenzylsulfinyl)quinoxaline). Yield: 21.3%. As a reaction SMILES: [CH3:1][N:2]([CH3:21])[C:3]1[CH:20]=[CH:19][CH:18]=[CH:17][C:4]=1[CH2:5][S:6][C:7]1[CH:16]=[N:15][C:14]2[C:9](=[CH:10][CH:11]=[CH:12][CH:13]=2)[N:8]=1.ClC1C=CC=C(C(OO)=[O:30])C=1>C(Cl)(Cl)Cl>[CH3:1][N:2]([CH3:21])[C:3]1[CH:20]=[CH:19][CH:18]=[CH:17][C:4]=1[CH2:5][S:6]([C:7]1[CH:16]=[N:15][C:14]2[C:9](=[CH:10][CH:11]=[CH:12][CH:13]=2)[N:8]=1)=[O:30]. Reported procedure: In 50 ml of chloroform was dissolved 1.47 g of 2-(2-dimethylaminobenzylthio)quinoxaline. To the chilled solution kept at --10° C. was portionwise added 1.54 g of m-chloroperbenzoic acid (purity: 80%). To the reaction liquid were washed successively with saturated aqueous NaHCO3 solution, water and saturated aqueous sodium chloride solution, and dried over sodium sulfate. The sodium sulfate was then removed by filtration, and the solvent was evaporated under reduced pressure from the filtrate. Th... Starting materials: CI, CC(=O)O, [Na+], [OH-], O=c1cc[nH]c(=S)[nH]1. The product is CSc1nccc(=O)[nH]1. As a reaction SMILES: [CH3:11][I:12].[CH3:13][C:14](=[O:15])[OH:16].[Na+:10].[OH-:9].[nH:1]1[c:2](=[S:3])[nH:4][c:5](=[O:6])[cH:7][cH:8]1>>[n:1]1[c:2]([S:3][CH3:11])[nH:4][c:5](=[O:6])[cH:7][cH:8]1. The solvent is ClCCl (dichloromethane). Procedure: To a solution of 47 (75 mg) in dichloromethane (5 mL) was added TFA (0.5 mL). The solution was stirred overnight. Followed by usual workup. The title compound was obtained as an off-white solid (35 mg). Reaction conditions: time 8 hour. As a reaction SMILES: [Cl:1][C:2]1[C:3]([OH:34])=[C:4]([S:9]([NH:12][C:13]2[CH:27]=[CH:26][CH:25]=[C:24]([N:28]3[CH2:33][CH2:32][CH2:31][CH2:30][CH2:29]3)[C:14]=2[CH2:15][NH:16]C(=O)OC(C)(C)C)(=[O:11])=[O:10])[CH:5]=[C:6]([Cl:8])[CH:7]=1.C(O)(C(F)(F)F)=O>ClCCl>[NH2:16][CH2:15][C:14]1[C:24]([N:28]2[CH2:33][CH2:32][CH2:31][CH2:30][CH2:29]2)=[CH:25][CH:26]=[CH:27][C:13]=1[NH:12][S:9]([C:4]1[CH:5]=[C:6]([Cl:8])[CH:7]=[C:2]([Cl:1])[C:3]=1[OH:34])(=[O:11])=[O:10]. The product is NCC1=C(C=CC=C1N1CCCCC1)NS(=O)(=O)C1=C(C(=CC(=C1)Cl)Cl)O (N-(2-Aminomethyl-3-piperidin-1-yl-phenyl)-3,5-dichloro-2-hydroxy-benzenesulfonamide), solid. The reactants are ClC=1C(=C(C=C(C1)Cl)S(=O)(=O)NC1=C(CNC(OC(C)(C)C)=O)C(=CC=C1)N1CCCCC1)O (tert-Butyl (2-(3,5-dichloro-2-hydroxybenzene-sulfonylamino)-6-piperidin-1-yl-benzyl)-carbamate), C(=O)(C(F)(F)F)O (TFA).